From a dataset of the Open Reaction Database (ORD), a public repository of structured organic reaction records. describe an organic reaction: reactants, conditions, products, and yield Reactants: CC(C)OC=1C=C(C=C(C1)OC1=CC2=C(C(N(CCO2)C)=O)C=C1)C(=O)NC1=NN(C=C1)C(=O)OC(C)(C)C (1,1-dimethylethyl 3-[({3-[(1-methylethyl)oxy]-5-[(4-methyl-5-oxo-2,3,4,5-tetrahydro-1,4-benzoxazepin-8-yl)oxy]phenyl}carbonyl)amino]-1H-pyrazole-1-carboxylate). The solvent is CO (methanol). Product: CC(C)OC=1C=C(C(=O)NC2=NNC=C2)C=C(C1)OC1=CC2=C(C(N(CCO2)C)=O)C=C1 (3-[(1-Methylethyl)oxy]-5-[(4-methyl-5-oxo-2,3,4,5-tetrahydro-1,4-benzoxazepin-8-yl)oxy]-N-1H-pyrazol-3-ylbenzamide). The yield is 37.2%. As a reaction SMILES: [CH3:1][CH:2]([O:4][C:5]1[CH:6]=[C:7]([C:25]([NH:27][C:28]2[CH:32]=[CH:31][N:30](C(OC(C)(C)C)=O)[N:29]=2)=[O:26])[CH:8]=[C:9]([O:11][C:12]2[CH:24]=[CH:23][C:15]3[C:16](=[O:22])[N:17]([CH3:21])[CH2:18][CH2:19][O:20][C:14]=3[CH:13]=2)[CH:10]=1)[CH3:3]>CO>[CH3:3][CH:2]([O:4][C:5]1[CH:6]=[C:7]([CH:8]=[C:9]([O:11][C:12]2[CH:24]=[CH:23][C:15]3[C:16](=[O:22])[N:17]([CH3:21])[CH2:18][CH2:19][O:20][C:14]=3[CH:13]=2)[CH:10]=1)[C:25]([NH:27][C:28]1[CH:32]=[CH:31][NH:30][N:29]=1)=[O:26])[CH3:1]. Reported procedure: A solution of 1,1-dimethylethyl 3-[({3-[(1-methylethyl)oxy]-5-[(4-methyl-5-oxo-2,3,4,5-tetrahydro-1,4-benzoxazepin-8-yl)oxy]phenyl}carbonyl)amino]-1H-pyrazole-1-carboxylate (42 mg, 0.08 mmol), in methanol (2 mL) was heated at 140° C. in a microwave reactor for 30 minutes. The solution was cooled to RT and pressure, the methanol evaporated in vacuo to a residue which was chromatographed on silica, eluting with ethyl acetate, to give the desired compound (13 mg). 1H NMR δ (CDCl3): 1.3 (d, 6H), 3.1... Starting materials: C(C)(C)(C)C1=C(C(=CC(=C1)CBr)C(C)(C)C)OC (1,3-di (t-butyl)-2-methoxy-5-bromomethylbenzene), OC1=CC=C(C=O)C=C1 (4-hydroxybenzaldehyde), C([O-])([O-])=O.[K+].[K+] (potassium carbonate). Run in C(C)C(=O)C (methyl ethyl ketone). Product: C(C)(C)(C)C=1C=C(C=C(C1OC)C(C)(C)C)COC1=CC=C(C=O)C=C1 (4-[[3,5-di (t-butyl)-4-methoxyphenyl]methoxy]benzaldehyde). The yield is 81.8%. As a reaction SMILES: [C:1]([C:5]1[CH:10]=[C:9]([CH2:11]Br)[CH:8]=[C:7]([C:13]([CH3:16])([CH3:15])[CH3:14])[C:6]=1[O:17][CH3:18])([CH3:4])([CH3:3])[CH3:2].[OH:19][C:20]1[CH:27]=[CH:26][C:23]([CH:24]=[O:25])=[CH:22][CH:21]=1.C(=O)([O-])[O-].[K+].[K+]>C(C(C)=O)C>[C:1]([C:5]1[CH:10]=[C:9]([CH2:11][O:19][C:20]2[CH:27]=[CH:26][C:23]([CH:24]=[O:25])=[CH:22][CH:21]=2)[CH:8]=[C:7]([C:13]([CH3:16])([CH3:15])[CH3:14])[C:6]=1[O:17][CH3:18])([CH3:4])([CH3:3])[CH3:2] |f:2.3.4|. Reported procedure: Under a nitrogen atmosphere 1,3-di (t-butyl)-2-methoxy-5-bromomethylbenzene (6.26 g, 20 mmol) is then reacted with 4-hydroxybenzaldehyde (2.44 g, 20 mmol) and potassium carbonate (3.04 g) in 140 ml of methyl ethyl ketone. The reaction mixture is heated to reflux and maintained at this temperature for about 18 hours at which time the reaction mixture is cooled. The inorganics are removed by filtration and the filtrate is concentrated in vacuo. The concentrated reaction products are purified by si... The reactants are CC#N, CC(=O)C(=[N+]=[N-])C(=O)CCc1ccc(S(=O)(=O)Cl)cc1, N. Yields the product CC(=O)C(=[N+]=[N-])C(=O)CCc1ccc(S(N)(=O)=O)cc1. As a reaction SMILES: [CH3:22][C:23]#[N:24].[Cl:1][S:2](=[O:3])(=[O:4])[c:5]1[cH:6][cH:7][c:8]([CH2:11][CH2:12][C:13]([C:14]([C:15]([CH3:16])=[O:17])=[N+:18]=[N-:19])=[O:20])[cH:9][cH:10]1.[NH3:21]>>[S:2](=[O:3])(=[O:4])([c:5]1[cH:6][cH:7][c:8]([CH2:11][CH2:12][C:13]([C:14]([C:15]([CH3:16])=[O:17])=[N+:18]=[N-:19])=[O:20])[cH:9][cH:10]1)[NH2:21].